From a dataset of the Open Reaction Database (ORD), a public repository of structured organic reaction records. describe an organic reaction: reactants, conditions, products, and yield Starting materials: CO, CCOC(C)=O, Cl, [Na+], [OH-], O, CCCCc1nc(Cl)c(CO)n1Cc1ccc(-c2ccccc2-c2nnnn2C(c2ccccc2)(c2ccccc2)c2ccccc2)cc1. Yields the product CCCCc1nc(Cl)c(CO)n1Cc1ccc(-c2ccccc2-c2nnn[nH]2)cc1. As a reaction SMILES: [CH3:54][OH:55].[CH3:56][CH2:57][O:58][C:59](=[O:60])[CH3:61].[ClH:50].[Na+:52].[OH-:51].[OH2:53].[c:1]1([C:2]([c:3]2[cH:4][cH:5][cH:6][cH:7][cH:8]2)([c:9]2[cH:10][cH:11][cH:12][cH:13][cH:14]2)[n:20]2[n:21][n:22][n:23][c:24]2-[c:25]2[c:26](-[c:31]3[cH:32][cH:33][c:34]([CH2:37][n:38]4[c:39]([CH2:46][CH2:47][CH2:48][CH3:49])[n:40][c:41]([Cl:45])[c:42]4[CH2:43][OH:44])[cH:35][cH:36]3)[cH:27][cH:28][cH:29][cH:30]2)[cH:15][cH:16][cH:17][cH:18][cH:19]1>>[n:20]1[n:21][n:22][nH:23][c:24]1-[c:25]1[c:26](-[c:31]2[cH:32][cH:33][c:34]([CH2:37][n:38]3[c:39]([CH2:46][CH2:47][CH2:48][CH3:49])[n:40][c:41]([Cl:45])[c:42]3[CH2:43][OH:44])[cH:35][cH:36]2)[cH:27][cH:28][cH:29][cH:30]1. Reactants: Fc1ccc(CBr)cc1, CCOC(=O)C(C)C, C[Si](C)(C)[N-][Si](C)(C)C, [Li+], C1CCOC1. Product: CCOC(=O)C(C)(C)Cc1ccc(F)cc1. Reaction SMILES: [Br:19][CH2:20][c:21]1[cH:22][cH:23][c:24]([F:27])[cH:25][cH:26]1.[C:1]([CH:2]([CH3:3])[CH3:4])(=[O:5])[O:6][CH2:7][CH3:8].[CH3:9][Si:10]([N-:11][Si:12]([CH3:13])([CH3:14])[CH3:15])([CH3:16])[CH3:17].[Li+:18].[O:28]1[CH2:29][CH2:30][CH2:31][CH2:32]1>>[C:1]([C:2]([CH3:3])([CH3:4])[CH2:20][c:21]1[cH:22][cH:23][c:24]([F:27])[cH:25][cH:26]1)(=[O:5])[O:6][CH2:7][CH3:8]. The reactants are C(C)(=O)O (acetic acid), O=C1CN(CC1)C(=O)O (3-oxopyrrolidine-1-carboxylic acid), butyl ester, ClC=1C=C(C=CC1Cl)NC1=CC=CC=C1 ((3,4-dichlorophenyl)phenylamine), C(C)(=O)O[BH-](OC(C)=O)OC(C)=O.[Na+] (sodium triacetoxyborohydride). Run in ClCCl (Dichloromethane). Product: Cl.Cl.ClC=1C=C(C=CC1Cl)N(C1CNCC1)C1=CC=CC=C1 ((3,4-dichlorophenyl)phenylpyrrolidin-3-ylamine dihydrochloride). Reaction SMILES: C(O)(=O)C.O=[C:6]1[CH2:10][CH2:9][N:8](C(O)=O)[CH2:7]1.[Cl:14][C:15]1[CH:16]=[C:17]([NH:22][C:23]2[CH:28]=[CH:27][CH:26]=[CH:25][CH:24]=2)[CH:18]=[CH:19][C:20]=1[Cl:21].C(O[BH-](OC(=O)C)OC(=O)C)(=O)C.[Na+]>ClCCl>[ClH:14].[ClH:14].[Cl:14][C:15]1[CH:16]=[C:17]([N:22]([C:23]2[CH:28]=[CH:27][CH:26]=[CH:25][CH:24]=2)[CH:6]2[CH2:10][CH2:9][NH:8][CH2:7]2)[CH:18]=[CH:19][C:20]=1[Cl:21] |f:3.4,6.7.8|. Procedure: An acetic acid solution (15 ml) containing 3-oxopyrrolidine-1-carboxylic acid text-butyl ester (0.67 g) and (3,4-dichlorophenyl)phenylamine (0.94 g) was stirred at room temperature over night. To the mixture was added 1.5 g of sodium triacetoxyborohydride, followed by stirring at room temperature for 8 hours. Dichloromethane was added to the reaction solution and washed with water, followed by drying over magnesium sulfate. The solvent was distilled off under reduced pressure, and the residue wa... The reactants are chloro[2-(dicyclohexylphosphino)-3,6-dimethoxy-2′-4′-6′-tri-1-propyl-1,1′-biphenyl][2-(2-aminoethyl)phenyl]palladium(II), C([O-])([O-])=O.[Cs+].[Cs+] (cesium carbonate), C1(CCCCC1)P(C1=C(C(=CC=C1OC)OC)C1=C(C=C(C=C1C(C)C)C(C)C)C(C)C)C1CCCCC1 (2-(dicyclohexylphosphino)3,6-dimethoxy-2′,4′,6′-triisopropyl-1,1′-biphenyl), ClC1=NC=C2C=C([N+](=CC2=C1)[O-])C=1C=NC=C(C1C)F (7-chloro-3-(5-fluoro-4-methylpyridin-3-yl)-2,6-naphthyridine 2-oxide), C1(CC1)C(=O)N (cyclopropanecarboxamide), Teflon. Solvent: O1CCOCC1 (dioxane), ClCCl (dichloromethane), CO (methanol). Conditions: temperature 100 celsius. Product: C1(CC1)C(=O)NC1=NC=C2C=C([N+](=CC2=C1)[O-])C=1C=NC=C(C1C)F (7-(cyclopropanecarboxamido)-3-(5-fluoro-4-methylpyridin-3-yl)-2,6-naphthyridine 2-oxide). RXN SMILES: C(=O)([O-])[O-].[Cs+].[Cs+].C1(P(C2CCCCC2)C2C(OC)=CC=C(OC)C=2C2C(C(C)C)=CC(C(C)C)=CC=2C(C)C)CCCCC1.Cl[C:46]1[CH:55]=[C:54]2[C:49]([CH:50]=[C:51]([C:57]3[CH:58]=[N:59][CH:60]=[C:61]([F:64])[C:62]=3[CH3:63])[N+:52]([O-:56])=[CH:53]2)=[CH:48][N:47]=1.[CH:65]1([C:68]([NH2:70])=[O:69])[CH2:67][CH2:66]1>O1CCOCC1.ClCCl.CO>[CH:65]1([C:68]([NH:70][C:46]2[CH:55]=[C:54]3[C:49]([CH:50]=[C:51]([C:57]4[CH:58]=[N:59][CH:60]=[C:61]([F:64])[C:62]=4[CH3:63])[N+:52]([O-:56])=[CH:53]3)=[CH:48][N:47]=2)=[O:69])[CH2:67][CH2:66]1 |f:0.1.2|. Reported procedure: A mixture of chloro[2-(dicyclohexylphosphino)-3,6-dimethoxy-2′-4′-6′-tri-1-propyl-1,1′-biphenyl][2-(2-aminoethyl)phenyl]palladium(II) (28 mg, 0.035 mmol), cesium carbonate (227 mg, 0.69 mmol), 2-(dicyclohexylphosphino)3,6-dimethoxy-2′,4′,6′-triisopropyl-1,1′-biphenyl (19 mg, 0.035 mmol), 7-chloro-3-(5-fluoro-4-methylpyridin-3-yl)-2,6-naphthyridine 2-oxide (100 mg, 0.35 mmol), and cyclopropanecarboxamide (59 mg, 0.69 mmol) in dioxane (2 mL) was heated at 100° C. for 8 hours in a vial sealed with ... Reagents/catalysts: C1=CC=C(C=C1)P(C2=CC=CC=C2)C3=CC=CC=C3.C1=CC=C(C=C1)P(C2=CC=CC=C2)C3=CC=CC=C3.Cl[Pd]Cl (bis(triphenylphosphine)palladium (II) chloride). Run in CN(C=O)C (N,N-dimethylformamide). RXN SMILES: Cl[C:2]1[C:7]([Cl:8])=[CH:6][N:5]=[C:4]2[N:9]([S:18]([C:21]3[CH:27]=[CH:26][C:24]([CH3:25])=[CH:23][CH:22]=3)(=[O:20])=[O:19])[C:10]([C:12]3[CH:13]=[N:14][N:15]([CH3:17])[CH:16]=3)=[CH:11][C:3]=12.C([Sn](CCCC)(CCCC)[C:33]1[S:37][CH:36]=[N:35][CH:34]=1)CCC.O>CN(C)C=O.C1C=CC(P(C2C=CC=CC=2)C2C=CC=CC=2)=CC=1.C1C=CC(P(C2C=CC=CC=2)C2C=CC=CC=2)=CC=1.Cl[Pd]Cl>[Cl:8][C:7]1[C:2]([C:33]2[S:37][CH:36]=[N:35][CH:34]=2)=[C:3]2[CH:11]=[C:10]([C:12]3[CH:13]=[N:14][N:15]([CH3:17])[CH:16]=3)[N:9]([S:18]([C:21]3[CH:22]=[CH:23][C:24]([CH3:25])=[CH:26][CH:27]=3)(=[O:19])=[O:20])[C:4]2=[N:5][CH:6]=1 |f:4.5.6|. Yields the product ClC=1C(=C2C(=NC1)N(C(=C2)C=2C=NN(C2)C)S(=O)(=O)C2=CC=C(C)C=C2)C2=CN=CS2 (5-(5-chloro-2-(1-methyl-1H-pyrazol-4-yl)-1-tosyl-1H-pyrrolo[2,3-b]pyridin-4-yl)thiazole). The reactants are ClC1=C2C(=NC=C1Cl)N(C(=C2)C=2C=NN(C2)C)S(=O)(=O)C2=CC=C(C)C=C2 (4,5-dichloro-2-(1-methyl-1H-pyrazol-4-yl)-1-tosyl-1H-pyrrolo[2,3-b]pyridine), C(CCC)[Sn](C1=CN=CS1)(CCCC)CCCC (5-(tributylstannyl)thiazole), O (water). Run at temperature 100 celsius. Procedure: A solution of Example 113C (0.148 g, 0.351 mmol) and 5-(tributylstannyl)thiazole (0.184 g, 0.492 mmol), in N,N-dimethylformamide (1.3 mL) was degassed via nitrogen sparge for 5 minutes. The reaction was treated with bis(triphenylphosphine)palladium (II) chloride (0.025 g, 0.35 mmol) and heated at 100° C. for 6 hours. The reaction was cooled to ambient temperature, treated with water (20 mL) and extracted with ethyl acetate (80 mL). The aqueous layer was extracted with additional ethyl acetate (4... The reactants are BrCC1CC1, CC(C)(C)OC(=O)N1CCC(C#N)CC1, C1CCOC1, CC(C)[N-]C(C)C, [Li+]. Yields the product CC(C)(C)OC(=O)N1CCC(C#N)(CC2CC2)CC1. As a reaction SMILES: [Br:24][CH2:25][CH:26]1[CH2:27][CH2:28]1.[C:9](#[N:10])[CH:11]1[CH2:12][CH2:13][N:14]([C:17](=[O:18])[O:19][C:20]([CH3:21])([CH3:22])[CH3:23])[CH2:15][CH2:16]1.[CH2:29]1[O:30][CH2:31][CH2:32][CH2:33]1.[CH:1]([N-:2][CH:3]([CH3:4])[CH3:5])([CH3:6])[CH3:7].[Li+:8]>>[C:9](#[N:10])[C:11]1([CH2:25][CH:26]2[CH2:27][CH2:28]2)[CH2:12][CH2:13][N:14]([C:17](=[O:18])[O:19][C:20]([CH3:21])([CH3:22])[CH3:23])[CH2:15][CH2:16]1. Reactants: CCn1c(=O)ccn(-c2ccc([N+](=O)[O-])cc2)c1=O, COCCO, CO, [H][H], c1ccsc1. The product is CCn1c(=O)ccn(-c2ccc(N)cc2)c1=O. As a reaction SMILES: [CH2:1]([CH3:2])[n:3]1[c:4](=[O:19])[n:5](-[c:10]2[cH:11][cH:12][c:13]([N+:16]([O-:17])=[O:18])[cH:14][cH:15]2)[cH:6][cH:7][c:8]1=[O:9].[CH3:25][O:26][CH2:27][CH2:28][OH:29].[CH3:32][OH:33].[H:30][H:31].[cH:20]1[cH:21][s:22][cH:23][cH:24]1>>[CH2:1]([CH3:2])[n:3]1[c:4](=[O:19])[n:5](-[c:10]2[cH:11][cH:12][c:13]([NH2:16])[cH:14][cH:15]2)[cH:6][cH:7][c:8]1=[O:9].